This data is from the Open Reaction Database (ORD), a public repository of structured organic reaction records. The task is: describe an organic reaction: reactants, conditions, products, and yield Reaction conditions: time 30 minute. Run in C(Cl)Cl (DCM). Reactants: C(CC(O)(C(=O)O)CC(=O)O)(=O)O (Citric acid), COC1=CC=C(CN2CCCCCC=CC3CC3(NC(C3CC(CN3C2=O)OC2=NC(=NC(=C2)C2=CC=CC=C2)OC)=O)C(=O)O)C=C1 (14-(4-Methoxybenzyl)-18-(2-methoxy-6-phenylpyrimidin-4-yloxy)-2,15-dioxo-3,14,16-triaza-tricyclo[14.3.0.0*4,6*]nonadec-7-ene-4-carboxylic acid), CCN=C=NCCCN(C)C (EDAC), C1(CC1)S(=O)(=O)N (Cyclopropanesulfonic amide), C1CCC2=NCCCN2CC1 (DBU). Reported procedure: Compound 2d (200 mg, 0.305 mmol) was dissolved in DCM (10 ml). EDAC (70 mg, 0.366 mmol) was added and the reaction mixture was stirred at RT for 30 min. Cyclopropanesulfonic amide (41 mg, 0.336 mmol) and DBU (96 μl, 0.641 mmol) were added and the reaction was stirred at RT for 72 h. 5% Citric acid was added and the organic layer was separated and washed with brine, dried, filtered and evaporated. This material was used directly in the following step without further purification. Yields the product COC1=CC=C(CN2CCCCCC=CC3CC3(NC(C3CC(CN3C2=O)OC2=NC(=NC(=C2)C2=CC=CC=C2)OC)=O)C(=O)NS(=O)(=O)C2CC2)C=C1 (Cyclopropanesulfonic acid [14-(4-methoxybenzyl)-18-(2-methoxy-6-phenyl-pyrimidin-4-yloxy)-2,15-dioxo-3,14,16-triaza-tricyclo[14.3.0.0*4,6*]nonadec-7-ene-4-carbonyl]amide). Reaction SMILES: [CH3:1][O:2][C:3]1[CH:48]=[CH:47][C:6]([CH2:7][N:8]2[C:26](=[O:27])[N:25]3[CH:21]([CH2:22][CH:23]([O:28][C:29]4[CH:34]=[C:33]([C:35]5[CH:40]=[CH:39][CH:38]=[CH:37][CH:36]=5)[N:32]=[C:31]([O:41][CH3:42])[N:30]=4)[CH2:24]3)[C:20](=[O:43])[NH:19][C:18]3([C:44]([OH:46])=O)[CH:16]([CH2:17]3)[CH:15]=[CH:14][CH2:13][CH2:12][CH2:11][CH2:10][CH2:9]2)=[CH:5][CH:4]=1.CCN=C=NCCCN(C)C.[CH:60]1([S:63]([NH2:66])(=[O:65])=[O:64])[CH2:62][CH2:61]1.C1CCN2C(=NCCC2)CC1.C(O)(=O)CC(CC(O)=O)(C(O)=O)O>C(Cl)Cl>[CH3:1][O:2][C:3]1[CH:48]=[CH:47][C:6]([CH2:7][N:8]2[C:26](=[O:27])[N:25]3[CH:21]([CH2:22][CH:23]([O:28][C:29]4[CH:34]=[C:33]([C:35]5[CH:40]=[CH:39][CH:38]=[CH:37][CH:36]=5)[N:32]=[C:31]([O:41][CH3:42])[N:30]=4)[CH2:24]3)[C:20](=[O:43])[NH:19][C:18]3([C:44]([NH:66][S:63]([CH:60]4[CH2:62][CH2:61]4)(=[O:65])=[O:64])=[O:46])[CH:16]([CH2:17]3)[CH:15]=[CH:14][CH2:13][CH2:12][CH2:11][CH2:10][CH2:9]2)=[CH:5][CH:4]=1.